This data is from the Open Reaction Database (ORD), a public repository of structured organic reaction records. The task is: describe an organic reaction: reactants, conditions, products, and yield Reactants: CC(C)(C)OC(=O)N1CC2CN(c3cncc(C(=O)O)c3)CC2C1, CC(C)Oc1cccc(N)c1. Product: CC(C)Oc1cccc(NC(=O)c2cncc(N3CC4CN(C(=O)OC(C)(C)C)CC4C3)c2)c1. Reaction SMILES: [C:1]([CH3:2])([CH3:3])([CH3:4])[O:5][C:6](=[O:7])[N:8]1[CH2:9][CH:10]2[CH:11]([CH2:12]1)[CH2:13][N:14]([c:16]1[cH:17][n:18][cH:19][c:20]([C:21](=[O:22])[OH:23])[cH:24]1)[CH2:15]2.[CH:25]([CH3:26])([CH3:27])[O:28][c:29]1[cH:30][c:31]([NH2:32])[cH:33][cH:34][cH:35]1>>[C:1]([CH3:2])([CH3:3])([CH3:4])[O:5][C:6](=[O:7])[N:8]1[CH2:9][CH:10]2[CH:11]([CH2:12]1)[CH2:13][N:14]([c:16]1[cH:17][n:18][cH:19][c:20]([C:21](=[O:22])[NH:32][c:31]3[cH:30][c:29]([O:28][CH:25]([CH3:26])[CH3:27])[cH:35][cH:34][cH:33]3)[cH:24]1)[CH2:15]2. The reactants are O=C(c1ccccc1)c1ccc(OCCCCCBr)cc1, CNC, CCO, O. Yields the product CN(C)CCCCCOc1ccc(C(=O)c2ccccc2)cc1. As a reaction SMILES: [Br:1][CH2:2][CH2:3][CH2:4][CH2:5][CH2:6][O:7][c:8]1[cH:9][cH:10][c:11]([C:12](=[O:13])[c:14]2[cH:15][cH:16][cH:17][cH:18][cH:19]2)[cH:20][cH:21]1.[CH3:22][NH:23][CH3:24].[CH3:26][CH2:27][OH:28].[OH2:25]>>[CH2:2]([CH2:3][CH2:4][CH2:5][CH2:6][O:7][c:8]1[cH:9][cH:10][c:11]([C:12](=[O:13])[c:14]2[cH:15][cH:16][cH:17][cH:18][cH:19]2)[cH:20][cH:21]1)[N:23]([CH3:22])[CH3:24]. As a reaction SMILES: [C:1]([Si:2]([c:3]1[cH:4][cH:5][cH:46][cH:47][cH:48]1)([O:6][CH:7]1[CH2:8][CH2:9][CH:10]([CH:13]2[C:14](=[O:45])[N:15]([CH2:18][c:19]3[c:20]([Cl:44])[cH:21][c:22](-[c:26]4[cH:27][cH:28][c:29]([C:32](=[O:33])[N:34]5[CH2:35][CH2:36][CH:37]([C:40]([F:41])([F:42])[F:43])[CH2:38][CH2:39]5)[cH:30][cH:31]4)[cH:23][c:24]3[Cl:25])[CH2:16][CH2:17]2)[CH2:11][CH2:12]1)[c:49]1[cH:50][cH:51][cH:52][cH:53][cH:54]1)([CH3:55])([CH3:56])[CH3:57].[CH2:58]1[O:59][CH2:60][CH2:61][CH2:62]1.[CH3:71][CH2:72][O:73][C:74](=[O:75])[CH3:76].[F:64][C:65]([F:66])([F:67])[C:68]([OH:69])=[O:70].[OH2:63]>>[OH:6][CH:7]1[CH2:8][CH2:9][CH:10]([CH:13]2[C:14](=[O:45])[N:15]([CH2:18][c:19]3[c:20]([Cl:44])[cH:21][c:22](-[c:26]4[cH:27][cH:28][c:29]([C:32](=[O:33])[N:34]5[CH2:35][CH2:36][CH:37]([C:40]([F:41])([F:42])[F:43])[CH2:38][CH2:39]5)[cH:30][cH:31]4)[cH:23][c:24]3[Cl:25])[CH2:16][CH2:17]2)[CH2:11][CH2:12]1. Yields the product O=C(c1ccc(-c2cc(Cl)c(CN3CCC(C4CCC(O)CC4)C3=O)c(Cl)c2)cc1)N1CCC(C(F)(F)F)CC1. Reactants: CC(C)(C)[Si](OC1CCC(C2CCN(Cc3c(Cl)cc(-c4ccc(C(=O)N5CCC(C(F)(F)F)CC5)cc4)cc3Cl)C2=O)CC1)(c1ccccc1)c1ccccc1, C1CCOC1, CCOC(C)=O, O=C(O)C(F)(F)F, O. Starting materials: C(C1=CC=CC=C1)N1CCP(CC1)(C(C)C)=O (1-benzyl-4-(propan-2-yl)-1,4-azaphosphinane 4-oxide), C(C)O (ethanol), O.O.C(C(=O)O)(=O)O (oxalic acid dihydrate). The reagents and catalysts are [Pd] (palladium on carbon). Run in O (water). Conditions: time 16 hour. Yields the product C(C(=O)O)(=O)O.CC(C)P1(CCNCC1)=O (4-(propan-2-yl)-1,4-azaphosphinane 4-oxide oxalate salt). Yield: 52.5%. Reaction SMILES: C([N:8]1[CH2:13][CH2:12][P:11](=[O:17])([CH:14]([CH3:16])[CH3:15])[CH2:10][CH2:9]1)C1C=CC=CC=1.C(O)C.O.O.[C:23]([OH:28])(=[O:27])[C:24]([OH:26])=[O:25]>O.[Pd]>[C:23]([OH:28])(=[O:27])[C:24]([OH:26])=[O:25].[CH3:15][CH:14]([P:11]1(=[O:17])[CH2:12][CH2:13][NH:8][CH2:9][CH2:10]1)[CH3:16] |f:2.3.4,7.8|. Reported procedure: A 10 L auto clave was charged with the product of Step 2 (200.0 g, 796.8 mmol), ethanol (4000 mL) and oxalic acid dihydrate (100.4 g, 797.0 mmol) in water (1000 ml). To the reaction mixture was added palladium on carbon (10% w/w, 99.6 g) and stirred at room temperature under H2 pressure (50 psi) for 16 h. After completion, the reaction mixture filtered and concentrated. Obtained solid was triturated with hot ethanol (250 mL) and kept in a cold room for 90 minutes, filtered, washed with diethylet... Reactants: NC1=NC2=NC(=CC=C2C=C1)Cl (2-amino-7-chloro-1,8-naphthyridine), NC1=CC=CC=C1 (aniline), C(C)O (ethanol). Run at temperature 120 celsius. The product is NC1=NC2=NC(=CC=C2C=C1)NC1=CC=CC=C1 (2-Amino-7-anilino-1,8-naphthyridine). The yield is 60.8%. RXN SMILES: [NH2:1][C:2]1[CH:11]=[CH:10][C:9]2[C:4](=[N:5][C:6](Cl)=[CH:7][CH:8]=2)[N:3]=1.C(O)C.[NH2:16][C:17]1[CH:22]=[CH:21][CH:20]=[CH:19][CH:18]=1>>[NH2:1][C:2]1[CH:11]=[CH:10][C:9]2[C:4](=[N:5][C:6]([NH:16][C:17]3[CH:22]=[CH:21][CH:20]=[CH:19][CH:18]=3)=[CH:7][CH:8]=2)[N:3]=1. Procedure: A suspension of 2-amino-7-chloro-1,8-naphthyridine (9 g) in aniline (19.6 g) is heated for 19 hours at 120° C. The suspension obtained is filtered, washed with diethyl ether (3×15 cc) and air-dried. The crude solid obtained (14 g; m.p. 190° C.) is then dissolved in boiling ethanol (700 cc). After cooling for 2 hours at 4° C., the crystallized product is separated by filtration, washed with ethanol (25 cc) and air-dried. 2-Amino-7-anilino-1,8-naphthyridine (7.2 g), m.p. approximately 250° C., is ... Yields the product COc1cc(-c2ccc3c(c2)ncn3-c2ccnc(NC(C)c3ccccc3)n2)cc(OC)c1OC. As a reaction SMILES: [CH3:26][O:27][c:28]1[cH:29][c:30]([B:38]([OH:39])[OH:40])[cH:31][c:32]([O:36][CH3:37])[c:33]1[O:34][CH3:35].[c:1]1([CH:7]([CH3:8])[NH:9][c:10]2[n:11][cH:12][cH:13][c:14](-[n:16]3[cH:17][n:18][c:19]4[c:20]3[cH:21][cH:22][c:23]([I:25])[cH:24]4)[n:15]2)[cH:2][cH:3][cH:4][cH:5][cH:6]1>>[c:1]1([CH:7]([CH3:8])[NH:9][c:10]2[n:11][cH:12][cH:13][c:14](-[n:16]3[cH:17][n:18][c:19]4[c:20]3[cH:21][cH:22][c:23](-[c:30]3[cH:29][c:28]([O:27][CH3:26])[c:33]([O:34][CH3:35])[c:32]([O:36][CH3:37])[cH:31]3)[cH:24]4)[n:15]2)[cH:2][cH:3][cH:4][cH:5][cH:6]1. Starting materials: COc1cc(B(O)O)cc(OC)c1OC, CC(Nc1nccc(-n2cnc3cc(I)ccc32)n1)c1ccccc1. Starting materials: CCOC(=O)c1nnnn1Cc1ccc(OC)cc1, CCOC(=O)c1nnn(Cc2ccc(OC)cc2)n1, CCO, [K+], [OH-], O, O=S1(=O)CCCC1. Yields the product COc1ccc(Cn2nnc(C(=O)[O-])n2)cc1, [K+]. Reaction SMILES: [CH3:1][O:2][c:3]1[cH:4][cH:5][c:6]([CH2:7][n:8]2[c:9]([C:10]([O:11][CH2:12][CH3:13])=[O:14])[n:15][n:16][n:17]2)[cH:18][cH:19]1.[CH3:20][O:21][c:22]1[cH:23][cH:24][c:25]([CH2:26][n:27]2[n:28][c:29]([C:32](=[O:33])[O:34][CH2:35][CH3:36])[n:30][n:31]2)[cH:37][cH:38]1.[CH3:48][CH2:49][OH:50].[K+:47].[OH-:46].[OH2:51].[S:39]1(=[O:44])(=[O:45])[CH2:40][CH2:41][CH2:42][CH2:43]1>>[CH3:20][O:21][c:22]1[cH:23][cH:24][c:25]([CH2:26][n:27]2[n:28][c:29]([C:32](=[O:33])[O-:34])[n:30][n:31]2)[cH:37][cH:38]1.[K+:47]. Reactants: Br, CC(=O)O, COCc1nc(-c2cccc(Cl)c2)cc(N2CCN(c3ncccc3C(F)(F)F)CC2)n1. Product: FC(F)(F)c1cccnc1N1CCN(c2cc(-c3cccc(Cl)c3)nc(CBr)n2)CC1. As a reaction SMILES: [BrH:33].[C:34]([OH:35])(=[O:36])[CH3:37].[Cl:1][c:2]1[cH:3][c:4](-[c:8]2[n:9][c:10]([CH2:30][O:31][CH3:32])[n:11][c:12]([N:14]3[CH2:15][CH2:16][N:17]([c:20]4[n:21][cH:22][cH:23][cH:24][c:25]4[C:26]([F:27])([F:28])[F:29])[CH2:18][CH2:19]3)[cH:13]2)[cH:5][cH:6][cH:7]1>>[Cl:1][c:2]1[cH:3][c:4](-[c:8]2[n:9][c:10]([CH2:30][Br:33])[n:11][c:12]([N:14]3[CH2:15][CH2:16][N:17]([c:20]4[n:21][cH:22][cH:23][cH:24][c:25]4[C:26]([F:27])([F:28])[F:29])[CH2:18][CH2:19]3)[cH:13]2)[cH:5][cH:6][cH:7]1.